describe an organic reaction: reactants, conditions, products, and yield From a dataset of the Open Reaction Database (ORD), a public repository of structured organic reaction records. Starting materials: CC(=O)OI1(C=2C=CC=CC2C(=O)O1)(OC(=O)C)OC(=O)C (Dess-Martin periodinane), C(C1=CC=CC=C1)OC(=O)N1CC(CCCC1)CO (3-Hydroxymethyl-azepan-1-carboxylic acid benzyl ester). Solvent: C(Cl)Cl (CH2Cl2). Conditions: time 1 hour. Yields the product C(C1=CC=CC=C1)OC(=O)N1CC(CCCC1)C=O (3-Formyl-azepane-1-carboxylic acid benzyl ester). The yield is 23.5%. As a reaction SMILES: CC(OI1(OC(C)=O)(OC(C)=O)OC(=O)C2C=CC=CC1=2)=O.[CH2:23]([O:30][C:31]([N:33]1[CH2:39][CH2:38][CH2:37][CH2:36][CH:35]([CH2:40][OH:41])[CH2:34]1)=[O:32])[C:24]1[CH:29]=[CH:28][CH:27]=[CH:26][CH:25]=1>C(Cl)Cl>[CH2:23]([O:30][C:31]([N:33]1[CH2:39][CH2:38][CH2:37][CH2:36][CH:35]([CH:40]=[O:41])[CH2:34]1)=[O:32])[C:24]1[CH:29]=[CH:28][CH:27]=[CH:26][CH:25]=1. Reported procedure: Dess-Martin periodinane (2.78 g, 6.56 mmol) was slowly added to a stirring 0° C. solution of 3-hydroxymethyl-azepane-1-carboxylic acid benzyl ester (146) (1.2516 g, 5.02 mmol) in CH2Cl2 (18.2 mL). The reaction was stirred for 1 hour until the reaction was judged complete by HPLC. The reaction was concentrated in vacuo, and a minimal amount of CH2Cl2 was added. Et2O was added to precipitate the periodinane by-product, and the reaction was filtered, concentrated, and immediately purified through a...